Dataset: the Open Reaction Database (ORD), a public repository of structured organic reaction records. Task: describe an organic reaction: reactants, conditions, products, and yield The reactants are CC(=O)O, C1CCOC1, COC(=O)C(Cc1ccccc1)NC(=O)c1ccccc1, COP(C)(=O)OC, [Li]CCCC. The product is COP(=O)(CC(=O)C(Cc1ccccc1)NC(=O)c1ccccc1)OC. Reaction SMILES: [C:34]([OH:35])(=[O:36])[CH3:37].[CH2:38]1[O:39][CH2:40][CH2:41][CH2:42]1.[CH3:13][O:14][C:15]([CH:16]([NH:17][C:18]([c:19]1[cH:20][cH:21][cH:22][cH:23][cH:24]1)=[O:25])[CH2:26][c:27]1[cH:28][cH:29][cH:30][cH:31][cH:32]1)=[O:33].[CH3:1][P:2]([O:3][CH3:4])([O:5][CH3:6])=[O:7].[CH3:8][CH2:9][CH2:10][CH2:11][Li:12]>>[CH2:1]([P:2]([O:3][CH3:4])([O:5][CH3:6])=[O:7])[C:15](=[O:14])[CH:16]([NH:17][C:18]([c:19]1[cH:20][cH:21][cH:22][cH:23][cH:24]1)=[O:25])[CH2:26][c:27]1[cH:28][cH:29][cH:30][cH:31][cH:32]1. The reactants are C(C)OC(=O)C=1NC2=C(C=CC(=C2C1)C=O)OCC1=CC=CC=C1 (7-benzyloxy-4-formylindole-2-carboxylic acid ethyl ester). Solvent: [OH-].[Na+] (sodium hydroxide), C(C)O (ethanol). The product is C(C1=CC=CC=C1)OC=1C=CC(=C2C=C(NC12)C(=O)O)C=O (7-benzyloxy-4-formylindole-2-carboxylic acid). Yield: 107.6%. As a reaction SMILES: C([O:3][C:4]([C:6]1[NH:7][C:8]2[C:13]([CH:14]=1)=[C:12]([CH:15]=[O:16])[CH:11]=[CH:10][C:9]=2[O:17][CH2:18][C:19]1[CH:24]=[CH:23][CH:22]=[CH:21][CH:20]=1)=[O:5])C>[OH-].[Na+].C(O)C>[CH2:18]([O:17][C:9]1[CH:10]=[CH:11][C:12]([CH:15]=[O:16])=[C:13]2[C:8]=1[NH:7][C:6]([C:4]([OH:5])=[O:3])=[CH:14]2)[C:19]1[CH:24]=[CH:23][CH:22]=[CH:21][CH:20]=1 |f:1.2|. Procedure details: 2.26 g of 7-benzyloxy-4-formylindole-2-carboxylic acid ethyl ester is heated in a mixture of 15 ml of 1N sodium hydroxide solution and 15 ml of ethanol for one hour to 100° C. The ethanol is then distilled off under vacuum, the mixture is acidified with 10% hydrochloric acid and the precipitate is vacuum-filtered. The product is recrystallized from glacial acetic acid, thus obtaining 2.22 g of 7-benzyloxy-4-formylindole-2-carboxylic acid, mp 207° C.